This data is from the Open Reaction Database (ORD), a public repository of structured organic reaction records. The task is: describe an organic reaction: reactants, conditions, products, and yield Reactants: C=CCCCc1ccc(-c2ccc(Br)cc2)nc1, CN(C)C=O, Cl[Fe](Cl)Cl, Cl, N#C[Cu], O. Yields the product C=CCCCc1ccc(-c2ccc(C#N)cc2)nc1. As a reaction SMILES: [Br:1][c:2]1[cH:3][cH:4][c:5](-[c:8]2[n:9][cH:10][c:11]([CH2:14][CH2:15][CH2:16][CH:17]=[CH2:18])[cH:12][cH:13]2)[cH:6][cH:7]1.[CH3:19][N:20]([CH3:21])[CH:22]=[O:23].[Cl:28][Fe:29]([Cl:30])[Cl:31].[ClH:27].[Cu:24][C:25]#[N:26].[OH2:32]>>[c:2]1([C:19]#[N:20])[cH:3][cH:4][c:5](-[c:8]2[n:9][cH:10][c:11]([CH2:14][CH2:15][CH2:16][CH:17]=[CH2:18])[cH:12][cH:13]2)[cH:6][cH:7]1. RXN SMILES: [N:1]([CH:4]([CH2:8][C:9]1[CH:14]=[CH:13][CH:12]=[CH:11][CH:10]=1)[C:5]([OH:7])=O)=[N+:2]=[N-:3].C1C=CC2N(O)N=NC=2C=1.CC(C)N=C=NC(C)C.[CH2:34]([NH2:41])[C:35]1[CH:40]=[CH:39][CH:38]=[CH:37][CH:36]=1>C(Cl)Cl>[N:1]([CH:4]([CH2:8][C:9]1[CH:14]=[CH:13][CH:12]=[CH:11][CH:10]=1)[C:5]([NH:41][CH2:34][C:35]1[CH:40]=[CH:39][CH:38]=[CH:37][CH:36]=1)=[O:7])=[N+:2]=[N-:3]. Starting materials: C(C1=CC=CC=C1)N (Benzyl amine), N(=[N+]=[N-])C(C(=O)O)CC1=CC=CC=C1 (2-Azido-3-phenylpropanoic acid), CC(N=C=NC(C)C)C (DIC), C=1C=CC2=C(C1)N=NN2O (HOBt), ( g ), ( g ). Yield: 71.1%. Yields the product N(=[N+]=[N-])C(C(=O)NCC1=CC=CC=C1)CC1=CC=CC=C1 (2-Azido-N-benzyl-3-phenylpropanamide). Procedure: 2-Azido-3-phenylpropanoic acid (J. T. Lundquist IV, J. C. Pelletier, Org. Lett. 2001, 3, 781-783) (112 mg, 0.588 mmol) and HOBt (108 mg, 0.705 mmol) were suspended in CH2Cl2 (2 mL), and the mixture was cooled to 0° C. under Ar(g). DIC (107 μL, 0.705 mmol) was added, and the resulting mixture was stirred for 30 min. Benzyl amine (122 μL, 1.06 mmol) was then added, and the mixture was allowed to warm to room temperature and then stirred overnight under Ar(g). The mixture was filtered, and the solv... Run in C(Cl)Cl (CH2Cl2). Conditions: time 30 minute. Starting materials: NC=1C(N(C(N(C1N)CC)=O)CC)=O (5,6-diamino-1,3-diethyluracil), COC=1C(=C(C=CC(=O)O)C=CC1)[N+](=O)[O-] (3-methoxy-2-nitrocinnamic acid). The product is C(C)N1C(=O)N(C=2N=C(NC2C1=O)\C=C\C1=C(C(=CC=C1)OC)[N+](=O)[O-])CC ((E)-1,3-Diethyl-8-(3-methoxy-2-nitrostyryl)xanthine). Yield: 47.0%. As a reaction SMILES: [NH2:1][C:2]1[C:3](=[O:14])[N:4]([CH2:12][CH3:13])[C:5](=[O:11])[N:6]([CH2:9][CH3:10])[C:7]=1[NH2:8].[CH3:15][O:16][C:17]1[C:18]([N+:28]([O-:30])=[O:29])=[C:19]([CH:25]=[CH:26][CH:27]=1)[CH:20]=[CH:21][C:22](O)=O>>[CH2:12]([N:4]1[C:3](=[O:14])[C:2]2[NH:1][C:22](/[CH:21]=[CH:20]/[C:19]3[CH:25]=[CH:26][CH:27]=[C:17]([O:16][CH3:15])[C:18]=3[N+:28]([O-:30])=[O:29])=[N:8][C:7]=2[N:6]([CH2:9][CH3:10])[C:5]1=[O:11])[CH3:13]. Reported procedure: Substantially the same procedure as in Example 7 was repeated using 2.50 g (12.6 mmol) of 5,6-diamino-1,3-diethyluracil and 3.10 g (13.9 mmol) of 3-methoxy-2-nitrocinnamic acid. Then, the resultant crude crystals were recrystallized from dioxane/water to give 2.28 g (yield 47%) of Compound 126 as orange needles. Reactants: O=C([O-])[O-], CCCCO, Fc1ccc(C(CCCCl)c2ccc(F)cc2)cc1, [K+], [K+], O=C1OC2(CCNCC2)c2ccccc21. Yields the product O=C1OC2(CCN(CCCC(c3ccc(F)cc3)c3ccc(F)cc3)CC2)c2ccccc21. As a reaction SMILES: [C:35](=[O:36])([O-:37])[O-:38].[CH2:41]([OH:42])[CH2:43][CH2:44][CH3:45].[Cl:16][CH2:17][CH2:18][CH2:19][CH:20]([c:21]1[cH:22][cH:23][c:24]([F:27])[cH:25][cH:26]1)[c:28]1[cH:29][cH:30][c:31]([F:34])[cH:32][cH:33]1.[K+:39].[K+:40].[NH:1]1[CH2:2][CH2:3][C:4]2([O:5][C:6](=[O:13])[c:7]3[cH:8][cH:9][cH:10][cH:11][c:12]32)[CH2:14][CH2:15]1>>[N:1]1([CH2:17][CH2:18][CH2:19][CH:20]([c:21]2[cH:22][cH:23][c:24]([F:27])[cH:25][cH:26]2)[c:28]2[cH:29][cH:30][c:31]([F:34])[cH:32][cH:33]2)[CH2:2][CH2:3][C:4]2([O:5][C:6](=[O:13])[c:7]3[cH:8][cH:9][cH:10][cH:11][c:12]32)[CH2:14][CH2:15]1. Reactants: NC1=NC(N(C=C1)C1C(C2O[Si](O[Si](OCC2O1)(C(C)C)C(C)C)(C(C)C)C(C)C)(F)F)=O (4-amino-1-(9,9-difluoro-2,2,4,4-tetraisopropyltetrahydro-6H-furo[3,2-f][1,3,5,2,4]trioxadisilocin-8-yl)pyrimidin-2(1H)-one), C(OCC=1OC2=C(C1)C=CC=C2)(OC2=CC=C(C=C2)[N+](=O)[O-])=O (benzofuran-2-ylmethyl 4-nitrophenyl carbonate). The solvent is C1CCOC1 (THF). Reaction conditions: temperature 100 celsius, time 4 day. Yields the product FC1(C(OC2C1O[Si](O[Si](OC2)(C(C)C)C(C)C)(C(C)C)C(C)C)N2C(N=C(C=C2)NC(OCC=2OC1=C(C2)C=CC=C1)=O)=O)F (Benzofuran-2-ylmethyl 1-(9,9-difluoro-2,2,4,4-tetraisopropyltetrahydro-6H-furo[3,2-f][1,3,5,2,4]trioxadisilocin-8-yl)-2-oxo-1,2-dihydropyrimidin-4-ylcarbamate). The yield is 87.3%. RXN SMILES: [NH2:1][C:2]1[CH:7]=[CH:6][N:5]([CH:8]2[O:18][CH:17]3[CH:10]([O:11][Si:12]([CH:28]([CH3:30])[CH3:29])([CH:25]([CH3:27])[CH3:26])[O:13][Si:14]([CH:22]([CH3:24])[CH3:23])([CH:19]([CH3:21])[CH3:20])[O:15][CH2:16]3)[C:9]2([F:32])[F:31])[C:4](=[O:33])[N:3]=1.[C:34](=O)([O:46]C1C=CC([N+]([O-])=O)=CC=1)[O:35][CH2:36][C:37]1[O:38][C:39]2[CH:45]=[CH:44][CH:43]=[CH:42][C:40]=2[CH:41]=1>C1COCC1>[F:32][C:9]1([F:31])[CH:10]2[O:11][Si:12]([CH:25]([CH3:27])[CH3:26])([CH:28]([CH3:30])[CH3:29])[O:13][Si:14]([CH:19]([CH3:20])[CH3:21])([CH:22]([CH3:23])[CH3:24])[O:15][CH2:16][CH:17]2[O:18][CH:8]1[N:5]1[CH:6]=[CH:7][C:2]([NH:1][C:34](=[O:46])[O:35][CH2:36][C:37]2[O:38][C:39]3[CH:45]=[CH:44][CH:43]=[CH:42][C:40]=3[CH:41]=2)=[N:3][C:4]1=[O:33]. Procedure details: To a stirred solution of 62 (300 mg, 0.59 mmol) in THF (5 mL) was added benzofuran-2-ylmethyl 4-nitrophenyl carbonate (223 mg, 0.71 mmol). The resulting solution was stirred at 100° C. for 4 days. Solvent was evaporated off in vacuo and the product was purified by preparative HPLC to give 63 (350 mg, 87%) as an oil. m/z=680.0 (M+H), 1359.49 (2M+H). Starting materials: FC=1C=NC2=CC=C(N=C2C1N1CCC2(C[C@H]([C@H](C2)NC(OC(C)(C)C)=O)O)CC1)OC (1,1-dimethylethyl {(2S,3R)-8-[3-fluoro-6-(methyloxy)-1,5-naphthyridin-4-yl]-3-hydroxy-8-azaspiro[4.5]dec-2-yl}carbamate), solution, Cl (HCl), O1CCOCC1 (dioxane). Solvent: CO (MeOH). Conditions: time 12 hour. The product is N[C@@H]1[C@@H](CC2(C1)CCN(CC2)C2=C(C=NC1=CC=C(N=C21)OC)F)O ((±)-(2R,3S)-3-amino-8-[3-fluoro-6-(methyloxy)-1,5-naphthyridin-4-yl]-8-azaspiro[4.5]decan-2-ol). Reaction SMILES: [F:1][C:2]1[CH:3]=[N:4][C:5]2[C:10]([C:11]=1[N:12]1[CH2:30][CH2:29][C:15]3([CH2:19][C@H:18]([NH:20]C(=O)OC(C)(C)C)[C@H:17]([OH:28])[CH2:16]3)[CH2:14][CH2:13]1)=[N:9][C:8]([O:31][CH3:32])=[CH:7][CH:6]=2.Cl.O1CCOCC1>CO>[NH2:20][C@H:18]1[CH2:19][C:15]2([CH2:29][CH2:30][N:12]([C:11]3[C:10]4[C:5](=[CH:6][CH:7]=[C:8]([O:31][CH3:32])[N:9]=4)[N:4]=[CH:3][C:2]=3[F:1])[CH2:13][CH2:14]2)[CH2:16][C@H:17]1[OH:28]. Reported procedure: To a solution of 1,1-dimethylethyl {(2S,3R)-8-[3-fluoro-6-(methyloxy)-1,5-naphthyridin-4-yl]-3-hydroxy-8-azaspiro[4.5]dec-2-yl}carbamate (0.92 mg, 0.206 mmol) in MeOH (2 mL) at 25° C. was added dropwise a 4M solution of HCl in dioxane (360 μL, 1.40 mmol). After 12 h, the solution was concentrated the residue neutralized using excess MP carbonate resin in DCM affording the free amine (26 mg, 36%) which was used without further purification: LCMS (ES) m/e 347 (M+H)+. Reactants: BrC=1NC(=C(N1)C)C(=O)OC(C)C (isopropyl 2-bromo-4-methyl-5-imidazolecarboxylate), [H-].[Na+] (sodium hydride), ClCOCCCC (chloromethyl-n-butyl ether). The solvent is O1CCCC1 (tetrahydrofuran). Conditions: temperature 0 celsius, time 8 hour. Product: C(CCC)OCN1C(=NC(=C1C(=O)OC(C)C)C)Br (isopropyl N-n-butoxymethyl-2-bromo-4-methyl-5-imidazolecarboxylate). Yield: 89.0%. As a reaction SMILES: [H-].[Na+].[Br:3][C:4]1[NH:5][C:6]([C:10]([O:12][CH:13]([CH3:15])[CH3:14])=[O:11])=[C:7]([CH3:9])[N:8]=1.Cl[CH2:17][O:18][CH2:19][CH2:20][CH2:21][CH3:22]>O1CCCC1>[CH2:19]([O:18][CH2:17][N:5]1[C:6]([C:10]([O:12][CH:13]([CH3:15])[CH3:14])=[O:11])=[C:7]([CH3:9])[N:8]=[C:4]1[Br:3])[CH2:20][CH2:21][CH3:22] |f:0.1|. Reported procedure: To a suspension of 293 milligrams (1.22 mM) of sodium hydride in 30 ml of anhydrous tetrahydrofuran was added, in portions, 3 g (1.22 mM) of isopropyl 2-bromo-4-methyl-5-imidazolecarboxylate. The resulting suspension was cooled to 0° C. and 1.5 g (1.22 mM) of chloromethyl-n-butyl ether was added dropwise. The reaction mixture was stirred overnight at room temperature. The precipitated sodium chloride was removed by filtration and concentration of the filtrate in vacuo gave 3.6 g of isopropyl N-n...